Dataset: the Open Reaction Database (ORD), a public repository of structured organic reaction records. Task: describe an organic reaction: reactants, conditions, products, and yield The yield is 83.5%. Starting materials: O (water), NC1=C2C=CC=C(C2=CC=C1)O (5-amino-1-naphthol), C(C)(=O)OC(C)=O (acetic anhydride). Procedure details: Into a 500 ml round bottom flask (fitted with a magnetic stirrer), a 50:50 mixture of water:ethanol was combined with 5-amino-1-naphthol (20 g, 125 mmole) until the solid was completely dissolved. The solution was warmed to boiling and to it was added acetic anhydride (14 g) and the resulting solution was stirred for 1 hour. Upon cooling, crystals of N-(5-hydroxy1-napthyl)acetamide (21 g, 84% yield) formed. RXN SMILES: O.[NH2:2][C:3]1[CH:12]=[CH:11][CH:10]=[C:9]2[C:4]=1[CH:5]=[CH:6][CH:7]=[C:8]2[OH:13].[C:14](OC(=O)C)(=[O:16])[CH3:15]>C(O)C>[OH:13][C:8]1[CH:7]=[CH:6][CH:5]=[C:4]2[C:9]=1[CH:10]=[CH:11][CH:12]=[C:3]2[NH:2][C:14](=[O:16])[CH3:15]. The solvent is C(C)O (ethanol). Reaction conditions: time 1 hour. Yields the product OC1=C2C=CC=C(C2=CC=C1)NC(C)=O (N-(5-hydroxy1-napthyl)acetamide). Reactants: O[C@H]1CC[C@H](CC1)N1C(C2(CC1)CCNCC2)=O (2-(cis-4-hydroxycyclohexyl)-2,8-diazaspiro[4.5]decan-1-one), BrC1=CC(=C(C=C1)F)I (4-bromo-1-fluoro-2-iodobenzene), P(=O)([O-])([O-])[O-].[K+].[K+].[K+] (potassium phosphate), C(CO)O (1,2-ethanediol). Reagents/catalysts: [Cu]I (copper(I) iodide). Solvent: C(CCC)O (1-butanol), O (water). Run at temperature 100 celsius. Yields the product BrC=1C=CC(=C(C1)N1CCC2(CCN(C2=O)[C@@H]2CC[C@@H](CC2)O)CC1)F (8-(5-Bromo-2-fluorophenyl)-2-(cis-4-hydroxycyclohexyl)-2,8-diazaspiro[4.5]decan-1-one). The yield is 69.4%. Reaction SMILES: [OH:1][C@@H:2]1[CH2:7][CH2:6][C@H:5]([N:8]2[CH2:12][CH2:11][C:10]3([CH2:17][CH2:16][NH:15][CH2:14][CH2:13]3)[C:9]2=[O:18])[CH2:4][CH2:3]1.[Br:19][C:20]1[CH:25]=[CH:24][C:23]([F:26])=[C:22](I)[CH:21]=1.P([O-])([O-])([O-])=O.[K+].[K+].[K+].C(O)CO>C(O)CCC.[Cu]I.O>[Br:19][C:20]1[CH:21]=[CH:22][C:23]([F:26])=[C:24]([N:15]2[CH2:16][CH2:17][C:10]3([C:9](=[O:18])[N:8]([C@H:5]4[CH2:4][CH2:3][C@@H:2]([OH:1])[CH2:7][CH2:6]4)[CH2:12][CH2:11]3)[CH2:13][CH2:14]2)[CH:25]=1 |f:2.3.4.5|. Procedure details: A mixture of 2-(cis-4-hydroxycyclohexyl)-2,8-diazaspiro[4.5]decan-1-one (0.50 g, 2.0 mmol), 4-bromo-1-fluoro-2-iodobenzene (0.894 g, 2.97 mmol), copper(I) iodide (0.0586 g, 0.308 mmol), potassium phosphate (1.26 g, 0.596 mmol) and 1,2-ethanediol (0.23 mL, 4.1 mmol) in 1-butanol (2.5 mL) was heated at 100° C. overnight. The reaction mixture was treated with water, extracted with ether. The combined organic layers were washed with brine, dried over MgSO4 and filtered. The filtrate was concentrated...